Dataset: the Open Reaction Database (ORD), a public repository of structured organic reaction records. Task: describe an organic reaction: reactants, conditions, products, and yield Starting materials: COC(=O)CBr, O=C1NC(=O)c2cc(Br)ccc21, O=C([O-])[O-], CC(C)=O, [K+], [K+]. Yields the product COC(=O)CN1C(=O)c2ccc(Br)cc2C1=O. Reaction SMILES: [Br:19][CH2:20][C:21](=[O:22])[O:23][CH3:24].[Br:1][c:2]1[cH:3][c:4]2[c:5]([cH:11][cH:12]1)[C:6](=[O:7])[NH:8][C:9]2=[O:10].[C:13](=[O:14])([O-:15])[O-:16].[CH3:25][C:26](=[O:27])[CH3:28].[K+:17].[K+:18]>>[Br:1][c:2]1[cH:3][c:4]2[c:5]([cH:11][cH:12]1)[C:6](=[O:7])[N:8]([CH2:20][C:21](=[O:22])[O:23][CH3:24])[C:9]2=[O:10]. Reactants: C(C)(C)(C)C=1C=C(N(N1)C)C1=NC2=C(C=NC(=C2)C2=C(C=CC=C2)Cl)N1 (2-(5-tert-butyl-2-methyl-2H-pyrazol-3-yl)-6-(2-chloro-phenyl)-3H-imidazo[4,5-c]pyridine), Cl (HCl). Run in CCOCC (Et2O), CCOCC (Et2O). Run at time 10 minute. The product is Cl.C(C)(C)(C)C=1C=C(N(N1)C)C1=NC2=C(C=NC(=C2)C2=C(C=CC=C2)Cl)N1 (2-(5-tert-butyl-2-methyl-2H-pyrazol-3-yl)-6-(2-chloro-phenyl)-3H-imidazo[4,5-c]pyridine hydrochloride). RXN SMILES: [C:1]([C:5]1[CH:6]=[C:7]([C:11]2[NH:26][C:14]3[CH:15]=[N:16][C:17]([C:19]4[CH:24]=[CH:23][CH:22]=[CH:21][C:20]=4[Cl:25])=[CH:18][C:13]=3[N:12]=2)[N:8]([CH3:10])[N:9]=1)([CH3:4])([CH3:3])[CH3:2].Cl>CCOCC>[ClH:25].[C:1]([C:5]1[CH:6]=[C:7]([C:11]2[NH:26][C:14]3[CH:15]=[N:16][C:17]([C:19]4[CH:24]=[CH:23][CH:22]=[CH:21][C:20]=4[Cl:25])=[CH:18][C:13]=3[N:12]=2)[N:8]([CH3:10])[N:9]=1)([CH3:4])([CH3:2])[CH3:3] |f:3.4|. Procedure details: A solution of 2-(5-tert-butyl-2-methyl-2H-pyrazol-3-yl)-6-(2-chloro-phenyl)-3H-imidazo[4,5-c]pyridine (22.6 mg, 0.061 mmol, as prepared above) in Et2O (1 mL) was treated with 1 M HCl in Et2O (0.068 mL, 0.068 mmol). The resulting mixture was stirred at room temperature for 10 min and concentrated. The residue was dried in vacuo to yield 2-(5-tert-butyl-2-methyl-2H-pyrazol-3-yl)-6-(2-chloro-phenyl)-3H-imidazo[4,5-c]pyridine hydrochloride. 1H-NMR (400 MHz, CD3OD) δ: 9.28 (s, 1H), 8.13 (s, 1H), 7.66...